Dataset: the Open Reaction Database (ORD), a public repository of structured organic reaction records. Task: describe an organic reaction: reactants, conditions, products, and yield The reactants are C1CCOC1, CC(C)C=CCCCCC(=O)N1C(=O)OCC1Cc1ccccc1, C[Si](C)(C)[N-][Si](C)(C)C, Cc1cc(CBr)cc(C)c1F, [Li+]. Yields the product Cc1cc(CC(CCCC=CC(C)C)C(=O)N2C(=O)OCC2Cc2ccccc2)cc(C)c1F. Reaction SMILES: [CH2:46]1[O:47][CH2:48][CH2:49][CH2:50]1.[CH3:1][CH:2]([CH:3]=[CH:4][CH2:5][CH2:6][CH2:7][CH2:8][C:9](=[O:10])[N:11]1[C:12](=[O:23])[O:13][CH2:14][CH:15]1[CH2:16][c:17]1[cH:18][cH:19][cH:20][cH:21][cH:22]1)[CH3:24].[CH3:26][Si:27]([N-:28][Si:29]([CH3:30])([CH3:31])[CH3:32])([CH3:33])[CH3:34].[CH3:35][c:36]1[cH:37][c:38]([CH2:39][Br:40])[cH:41][c:42]([CH3:45])[c:43]1[F:44].[Li+:25]>>[CH3:1][CH:2]([CH:3]=[CH:4][CH2:5][CH2:6][CH2:7][CH:8]([C:9](=[O:10])[N:11]1[C:12](=[O:23])[O:13][CH2:14][CH:15]1[CH2:16][c:17]1[cH:18][cH:19][cH:20][cH:21][cH:22]1)[CH2:39][c:38]1[cH:37][c:36]([CH3:35])[c:43]([F:44])[c:42]([CH3:45])[cH:41]1)[CH3:24]. The yield is 35.4%. Run in O (water), O (water). Conditions: temperature 90 celsius, time 8 hour. Reported procedure: To a solution of 1-(2,6-difluorophenyl)-4-methoxy-1H-pyrazolo[4,3-c]pyridin-3-yl trifluoromethanesulfonate (600 mg) obtained in Step C of Example 35 in a mixed solvent of DMF (5 mL)/water (0.5 mL) were added methyl (3-(4,4,5,5-tetramethyl-1,3,2-dioxaborolan-2-yl)phenyl)acetate (567 mg), (1,1′-bis(diphenylphosphino)ferrocene)dichloropalladium(II) (60 mg) and potassium carbonate (405 mg). The reaction mixture was stirred overnight at 90° C. The reaction mixture was diluted with water, and the aque... Reactants: FC(S(=O)(=O)OC1=NN(C2=C1C(=NC=C2)OC)C2=C(C=CC=C2F)F)(F)F (1-(2,6-difluorophenyl)-4-methoxy-1H-pyrazolo[4,3-c]pyridin-3-yl trifluoromethanesulfonate), CN(C)C=O (DMF), CC1(OB(OC1(C)C)C=1C=C(C=CC1)CC(=O)OC)C (methyl (3-(4,4,5,5-tetramethyl-1,3,2-dioxaborolan-2-yl)phenyl)acetate), (1,1′-bis(diphenylphosphino)ferrocene)dichloropalladium(II), C([O-])([O-])=O.[K+].[K+] (potassium carbonate). Product: FC1=C(C(=CC=C1)F)N1N=C(C=2C(=NC=CC21)OC)C=2C=C(C=CC2)CC(=O)O ((3-(1-(2,6-difluorophenyl)-4-methoxy-1H-pyrazolo[4,3-c]pyridin-3-yl)phenyl)acetic acid). RXN SMILES: FC(F)(F)S(O[C:7]1[C:11]2[C:12]([O:16][CH3:17])=[N:13][CH:14]=[CH:15][C:10]=2[N:9]([C:18]2[C:23]([F:24])=[CH:22][CH:21]=[CH:20][C:19]=2[F:25])[N:8]=1)(=O)=O.CN(C=O)C.CC1(C)C(C)(C)OB([C:41]2[CH:42]=[C:43]([CH2:47][C:48]([O:50]C)=[O:49])[CH:44]=[CH:45][CH:46]=2)O1.C(=O)([O-])[O-].[K+].[K+]>O>[F:24][C:23]1[CH:22]=[CH:21][CH:20]=[C:19]([F:25])[C:18]=1[N:9]1[C:10]2[CH:15]=[CH:14][N:13]=[C:12]([O:16][CH3:17])[C:11]=2[C:7]([C:41]2[CH:42]=[C:43]([CH2:47][C:48]([OH:50])=[O:49])[CH:44]=[CH:45][CH:46]=2)=[N:8]1 |f:3.4.5|. Starting materials: COc1ccc(CN(Cc2ccc(OC)cc2)c2ncc(-c3nc(N4CCOCC4)nc4c3CCN4)cn2)cc1, COc1ccc(CN(Cc2ccc(OC)cc2)c2ncc(-c3nc(N4CCOCC4)nc4c3CCN4C(=S)Nc3cccc(C(=O)N4CCN(C)CC4)c3)cn2)cc1, CN1CCN(C(=O)c2cccc(N)c2)CC1. The product is CN1CCN(C(=O)c2cccc(NC(=S)N3CCc4c(-c5cnc(N)nc5)nc(N5CCOCC5)nc43)c2)CC1. As a reaction SMILES: [CH3:1][O:2][c:3]1[cH:4][cH:5][c:6]([CH2:7][N:8]([CH2:9][c:10]2[cH:11][cH:12][c:13]([O:14][CH3:15])[cH:16][cH:17]2)[c:18]2[n:19][cH:20][c:21](-[c:22]3[c:23]4[c:27]([n:28][c:29]([N:30]5[CH2:31][CH2:32][O:33][CH2:34][CH2:35]5)[n:36]3)[NH:26][CH2:25][CH2:24]4)[cH:37][n:38]2)[cH:39][cH:40]1.[CH3:57][N:58]1[CH2:59][CH2:60][N:61]([C:64](=[O:65])[c:66]2[cH:67][c:68]([NH:72][C:73](=[S:74])[N:75]3[CH2:76][CH2:77][c:78]4[c:79]3[n:80][c:81]([N:109]3[CH2:110][CH2:111][O:112][CH2:113][CH2:114]3)[n:82][c:83]4-[c:84]3[cH:85][n:86][c:87]([N:90]([CH2:91][c:92]4[cH:93][cH:94][c:95]([O:96][CH3:97])[cH:98][cH:99]4)[CH2:100][c:101]4[cH:102][cH:103][c:104]([O:105][CH3:106])[cH:107][cH:108]4)[n:88][cH:89]3)[cH:69][cH:70][cH:71]2)[CH2:62][CH2:63]1.[NH2:41][c:42]1[cH:43][c:44]([C:45]([N:46]2[CH2:47][CH2:48][N:49]([CH3:50])[CH2:51][CH2:52]2)=[O:53])[cH:54][cH:55][cH:56]1>>[CH3:57][N:58]1[CH2:59][CH2:60][N:61]([C:64](=[O:65])[c:66]2[cH:67][c:68]([NH:72][C:73](=[S:74])[N:75]3[CH2:76][CH2:77][c:78]4[c:79]3[n:80][c:81]([N:109]3[CH2:110][CH2:111][O:112][CH2:113][CH2:114]3)[n:82][c:83]4-[c:84]3[cH:85][n:86][c:87]([NH2:90])[n:88][cH:89]3)[cH:69][cH:70][cH:71]2)[CH2:62][CH2:63]1. The reactants are COC=1C=CC(=CC1)C=O (anisaldehyde), C1(CCCCC1)N (cyclohexylamine), C(Cl)(Cl)Cl (chloroform). Run at time 2 hour. Yields the product COC1=C(C=CC=C1)C=NC1CCCCC1 (N-(2-Methoxyphenyl)methylidenecyclohexylamine). RXN SMILES: [CH3:1][O:2][C:3]1[CH:4]=[CH:5][C:6](C=O)=[CH:7][CH:8]=1.[CH:11]1([NH2:17])[CH2:16][CH2:15][CH2:14][CH2:13][CH2:12]1.[CH:18](Cl)(Cl)Cl>>[CH3:1][O:2][C:3]1[CH:8]=[CH:7][CH:6]=[CH:5][C:4]=1[CH:18]=[N:17][CH:11]1[CH2:16][CH2:15][CH2:14][CH2:13][CH2:12]1. Procedure details: A solution of anisaldehyde (21 g) and cyclohexylamine (15 g) in chloroform. (100 ml) was stirred at room temperature for 2 hours and evaporated to afford brown syrup (35 g, quantitative). Starting materials: OC=1C=NC(=NC1)C=1C=C(C(=O)OC)C=CC1 (methyl 3-(5-hydroxypyrimidin-2-yl)benzoate), N(=NC(=O)OC(C)C)C(=O)OC(C)C (diisopropyl azodicarboxylate), C1(=CC=CC=C1)P(C1=CC=CC=C1)C1=CC=CC=C1 (triphenylphosphine), N1(CCOCC1)CCO (2-morpholin-4-ylethanol). Solvent: C1CCOC1 (THF). Yields the product N1(CCOCC1)CCOC=1C=NC(=NC1)C=1C=C(C(=O)OC)C=CC1 (methyl 3-[5-(2-morpholin-4-ylethoxy)pyrimidin-2-yl]benzoate). As a reaction SMILES: [OH:1][C:2]1[CH:3]=[N:4][C:5]([C:8]2[CH:9]=[C:10]([CH:15]=[CH:16][CH:17]=2)[C:11]([O:13][CH3:14])=[O:12])=[N:6][CH:7]=1.C1(P(C2C=CC=CC=2)C2C=CC=CC=2)C=CC=CC=1.[N:37]1([CH2:43][CH2:44]O)[CH2:42][CH2:41][O:40][CH2:39][CH2:38]1.N(C(OC(C)C)=O)=NC(OC(C)C)=O>C1COCC1>[N:37]1([CH2:43][CH2:44][O:1][C:2]2[CH:7]=[N:6][C:5]([C:8]3[CH:9]=[C:10]([CH:15]=[CH:16][CH:17]=3)[C:11]([O:13][CH3:14])=[O:12])=[N:4][CH:3]=2)[CH2:42][CH2:41][O:40][CH2:39][CH2:38]1. Reported procedure: A solution, kept under nitrogen, of 10.1 g (44 mmol) of methyl 3-(5-hydroxypyrimidin-2-yl)benzoate, 17.3 g (66 mmol) of triphenylphosphine and 5.9 ml (48.4 mmol) of 2-morpholin-4-ylethanol in 100 ml of THF is cooled in an ice bath, and 12.95 ml (66 mmol) of diisopropyl azodicarboxylate are slowly added dropwise with stirring. After stirring at room temperature for 2 hours, the reaction mixture is evaporated in vacuo. The residue is taken up in 100 ml of dichloromethane and 100 ml of water. The o... The reactants are Cl.Cl.CC1=CC(=NC=N1)N1CCC(CC1)N (1-(6-Methylpyrimidin-4-yl)piperidin-4-amine dihydrochloride), [OH-].[Na+] (NaOH). The solvent is C(Cl)Cl (CH2Cl2). Yields the product CC1=CC(=NC=N1)N1CCC(CC1)N (1-(6-Methyl-pyrimidin-4-yl)-piperidin-4-ylamine), oil. Isolated yield 90.0%. Reaction SMILES: Cl.Cl.[CH3:3][C:4]1[N:9]=[CH:8][N:7]=[C:6]([N:10]2[CH2:15][CH2:14][CH:13]([NH2:16])[CH2:12][CH2:11]2)[CH:5]=1.[OH-].[Na+]>C(Cl)Cl>[CH3:3][C:4]1[N:9]=[CH:8][N:7]=[C:6]([N:10]2[CH2:15][CH2:14][CH:13]([NH2:16])[CH2:12][CH2:11]2)[CH:5]=1 |f:0.1.2,3.4|. Procedure: 1-(6-Methylpyrimidin-4-yl)piperidin-4-amine dihydrochloride (see example 30b, 2 g, 7.54 mmol) was neutralized with 2 N NaOH solution and CH2Cl2, the aqueous layers were extracted three times with CH2Cl2, the combines organic layers were dried over Na2SO4, filtered and the solvent was evaporated. The title compound was obtained as a brown oil (1.31 g, 90%).